Dataset: the Open Reaction Database (ORD), a public repository of structured organic reaction records. Task: describe an organic reaction: reactants, conditions, products, and yield The reactants are BrC=1C=CC(=C(C(=O)O)C1)OC1=C(C(=C(C=C1)I)F)F (5-bromo-2-(2,3-difluoro-4-iodophenoxy)benzoic acid), S(O)(O)(=O)=O (sulfuric acid), ice water. Reaction conditions: temperature 100 celsius, time 3 hour. Product: BrC1=CC=C2OC=3C(=C(C(=CC3C(C2=C1)=O)I)F)F (7-bromo-3,4-difluoro-2-iodo-9H-xanthen-9-one). The yield is 92.7%. As a reaction SMILES: [Br:1][C:2]1[CH:3]=[CH:4][C:5]([O:11][C:12]2[CH:17]=[CH:16][C:15]([I:18])=[C:14]([F:19])[C:13]=2[F:20])=[C:6]([CH:10]=1)[C:7]([OH:9])=O.S(=O)(=O)(O)O>>[Br:1][C:2]1[CH:10]=[C:6]2[C:5]([O:11][C:12]3[C:13]([F:20])=[C:14]([F:19])[C:15]([I:18])=[CH:16][C:17]=3[C:7]2=[O:9])=[CH:4][CH:3]=1. Procedure: To a 250 mL flask charged with 5-bromo-2-(2,3-difluoro-4-iodophenoxy)benzoic acid (9.1 g, 20.0 mmol) was added sulfuric acid (21.32 mL, 400 mmol). The resulting slurry was heated at 100° C. for 2.5 h. The mixture was cooled to rt and poured into 1 L of ice water. The resulting tan slurry was stirred vigorously for 3 hours. The mixture was filtered through a Buchner funnel and the derived solid was dried under a stream of air for 6 hours to provide 7-bromo-3,4-difluoro-2-iodo-9H-xanthen-9-one (8.... Reactants: [Cl-] (chloride), resultant mixture, OC1=C(C=C(CN)C=C1)OC (4-hydroxy-3-methoxybenzylamine), N1=CC=CC=C1 (pyridine), O (water), O (water). Run in CCOCC (ether), C(C)OCC (diethyl ether). Conditions: time 4 hour. Product: OC1=C(C=C(CNC(CCCC\C=C\C(C)C)=O)C=C1)OC ((E)-N-(4-hydroxy-3-methoxybenzyl)-8-methylnon-6-enamide). Reaction SMILES: [Cl-].N1[CH:7]=[CH:6][CH:5]=[CH:4][CH:3]=1.[OH:8][C:9]1[CH:16]=[CH:15][C:12]([CH2:13][NH2:14])=[CH:11][C:10]=1[O:17][CH3:18].[OH2:19]>CCOCC>[OH:8][C:9]1[CH:16]=[CH:15][C:12]([CH2:13][NH:14][C:3](=[O:19])[CH2:4][CH2:5][CH2:6][CH2:7]/[CH:10]=[CH:11]/[CH:12]([CH3:15])[CH3:13])=[CH:11][C:10]=1[O:17][CH3:18]. Reported procedure: By using a similar reaction vessel to that in Example 9, 5.7 parts of 8-methylnon-trans-6-enoyl chloride and 0.2 part of pyridine were added to a solution of 4.7 parts of 4-hydroxy-3-methoxybenzylamine in 25 parts of diethyl ether, and the mixture was stirred at room temperature for 4 hours. After 10 parts of water was added to the mixture and stirred for 5 minutes, the resultant mixture was allowed to stand for 5 minutes. The water layer in the lower layer was discharged. By almost completely r... Reactants: BrCC1=CC=C(C=C1)C(F)(F)F (1-(bromomethyl)-4-(trifluoromethyl)benzene), C([O-])([O-])=O.[K+].[K+] (potassium carbonate), FC=1C=CC(=C(C1)/C=C/C(CCC1=CC=C(C(=O)OC)C=C1)CCC1=CC=C(C=C1)C(=O)OC)O (methyl 4-[(4E)-5-(5-fluoro-2-hydroxyphenyl)-3-{2-[4-(methoxycarbonyl)phenyl]ethyl} pent-4-en-1-yl]benzoate). The solvent is C(C)#N (acetonitrile). Run at temperature 60 celsius. Yields the product FC=1C=CC(=C(C1)/C=C/C(CCC1=CC=C(C(=O)OC)C=C1)CCC1=CC=C(C=C1)C(=O)OC)OCC1=CC=C(C=C1)C(F)(F)F (Methyl 4-[(4E)-5-(5-fluoro-2-{[4-(trifluoromethyl)benzyl]oxy}phenyl)-3-{2-[4-(methoxycarbon-yl)phenyl]ethyl}pent-4-en-1-yl]benzoate). As a reaction SMILES: Br[CH2:2][C:3]1[CH:8]=[CH:7][C:6]([C:9]([F:12])([F:11])[F:10])=[CH:5][CH:4]=1.C(=O)([O-])[O-].[K+].[K+].[F:19][C:20]1[CH:21]=[CH:22][C:23]([OH:53])=[C:24](/[CH:26]=[CH:27]/[CH:28]([CH2:41][CH2:42][C:43]2[CH:48]=[CH:47][C:46]([C:49]([O:51][CH3:52])=[O:50])=[CH:45][CH:44]=2)[CH2:29][CH2:30][C:31]2[CH:40]=[CH:39][C:34]([C:35]([O:37][CH3:38])=[O:36])=[CH:33][CH:32]=2)[CH:25]=1>C(#N)C>[F:19][C:20]1[CH:21]=[CH:22][C:23]([O:53][CH2:2][C:3]2[CH:8]=[CH:7][C:6]([C:9]([F:12])([F:11])[F:10])=[CH:5][CH:4]=2)=[C:24](/[CH:26]=[CH:27]/[CH:28]([CH2:41][CH2:42][C:43]2[CH:48]=[CH:47][C:46]([C:49]([O:51][CH3:52])=[O:50])=[CH:45][CH:44]=2)[CH2:29][CH2:30][C:31]2[CH:40]=[CH:39][C:34]([C:35]([O:37][CH3:38])=[O:36])=[CH:33][CH:32]=2)[CH:25]=1 |f:1.2.3|. Reported procedure: 280 mg (1.2 mmol) of 1-(bromomethyl)-4-(trifluoromethyl)benzene and 162 mg (1.2 mmol) of anhydrous potassium carbonate are added to a solution of 279 mg (0.59 mmol) of methyl 4-[(4E)-5-(5-fluoro-2-hydroxyphenyl)-3-{2-[4-(methoxycarbonyl)phenyl]ethyl} pent-4-en-1-yl]benzoate in 6.5 ml of dry acetonitrile, and the mixture is then heated at 60° C. for 12 hours. The mixture is then filtered, and the filtrate is evaporated to dryness. The residue is purified by preparative HPLC. This gives 274 mg (0.... Reactants: CS(=O)(=O)c1ccc(C2=C(Br)C(=O)CC2)cc1, C[Sn](C)(C)c1ccc(Br)cn1, CN1CCCC1=O. Yields the product CS(=O)(=O)c1ccc(C2=C(c3ccc(Br)cn3)C(=O)CC2)cc1. As a reaction SMILES: [Br:1][C:2]1=[C:6]([c:7]2[cH:8][cH:9][c:10]([S:13](=[O:14])(=[O:15])[CH3:16])[cH:11][cH:12]2)[CH2:5][CH2:4][C:3]1=[O:17].[CH3:18][Sn:19]([c:20]1[n:21][cH:22][c:23]([Br:26])[cH:24][cH:25]1)([CH3:27])[CH3:28].[CH3:29][N:30]1[CH2:31][CH2:32][CH2:33][C:34]1=[O:35]>>[C:2]1([c:20]2[n:21][cH:22][c:23]([Br:26])[cH:24][cH:25]2)=[C:6]([c:7]2[cH:8][cH:9][c:10]([S:13](=[O:14])(=[O:15])[CH3:16])[cH:11][cH:12]2)[CH2:5][CH2:4][C:3]1=[O:17]. The reactants are S(N)(=O)(=O)Cl (sulfamoyl chloride), C(C1=CC=CC=C1)O (benzyl alcohol). Product: S(N)(=O)(=O)OCC1=CC=CC=C1 (Benzenemethanol sulfamate). Isolated yield 38.0%. As a reaction SMILES: [S:1](Cl)(=[O:4])(=[O:3])[NH2:2].[CH2:6]([OH:13])[C:7]1[CH:12]=[CH:11][CH:10]=[CH:9][CH:8]=1>>[S:1]([O:13][CH2:6][C:7]1[CH:12]=[CH:11][CH:10]=[CH:9][CH:8]=1)(=[O:4])(=[O:3])[NH2:2]. Reported procedure: The title compound was prepared by the procedures of Example 33 from sulfamoyl chloride and benzyl alcohol being careful to use reduced pressure at about 35° C. to remove solvents in order to avoid violent decomposition observed in another trial at higher temperature. A white solid, mp 75°-78° C., was obtained in 38% yield. Procedure details: A mixture of 7C (0.25 g, 0.90 mmol), ethyl 5-phenyl-1,3,4-oxadiazole-2-carboxylate (0.22 g, 1.00 mmol) and EtOH (2 mL) was heated in a microwave oven at 120° C. for 60 min. The mixture was left over-night at RT. The formed precipitate was isolated by filtration and then washed with EtOH. There was obtained 0.18 g (45%) of 7 as a solid. 1H NMR (500 MHz, CDCl3): δ 2.33-2.66 (m, 4H), 3.50 (s, 2H), 3.65-3.78 (m, 4H), 3.81 (s, 3H), 4.29-4.39 (m, 1H), 4.59-4.70 (m, 1H), 4.72-4.80 (m, 1H), 5.02-5.19 (m... The yield is 44.4%. Run at temperature 120 celsius. Starting materials: N1CC(C1)OC1=CC(=C(CN2CCOCC2)C=C1)OC (4-(4-(Azetidin-3-yloxy)-2-methoxybenzyl)morpholine), C1(=CC=CC=C1)C1=NN=C(O1)C(=O)OCC (ethyl 5-phenyl-1,3,4-oxadiazole-2-carboxylate). The product is COC1=C(CN2CCOCC2)C=CC(=C1)OC1CN(C1)C(=O)C=1OC(=NN1)C1=CC=CC=C1 (4-[2-Methoxy-4-({1-[(5-phenyl-1,3,4-oxadiazol-2-yl)carbonyl]azetidin-3-yl}oxy)benzyl]morpholine). RXN SMILES: [NH:1]1[CH2:4][CH:3]([O:5][C:6]2[CH:18]=[CH:17][C:9]([CH2:10][N:11]3[CH2:16][CH2:15][O:14][CH2:13][CH2:12]3)=[C:8]([O:19][CH3:20])[CH:7]=2)[CH2:2]1.[C:21]1([C:27]2[O:31][C:30]([C:32](OCC)=[O:33])=[N:29][N:28]=2)[CH:26]=[CH:25][CH:24]=[CH:23][CH:22]=1>CCO>[CH3:20][O:19][C:8]1[CH:7]=[C:6]([O:5][CH:3]2[CH2:4][N:1]([C:32]([C:30]3[O:31][C:27]([C:21]4[CH:22]=[CH:23][CH:24]=[CH:25][CH:26]=4)=[N:28][N:29]=3)=[O:33])[CH2:2]2)[CH:18]=[CH:17][C:9]=1[CH2:10][N:11]1[CH2:12][CH2:13][O:14][CH2:15][CH2:16]1. Run in CCO (EtOH). Reactants: C=1(C(=CC=CC1)C(=O)Cl)C (o-Toluoyl chloride), CC1=C(C=CC=C1)OC (o-methylanisole). The solvent is O (water), polyphosphoric acid. Conditions: time 2.5 day. Product: COC1=C(C=C(C(=O)C2=C(C=CC=C2)C)C=C1)C (4-methoxy-2',3 -dimethylbenzophenone). Isolated yield 31.2%. RXN SMILES: [C:1]1([CH3:10])[C:2]([C:7](Cl)=[O:8])=[CH:3][CH:4]=[CH:5][CH:6]=1.[CH3:11][C:12]1[CH:17]=[CH:16][CH:15]=[CH:14][C:13]=1[O:18][CH3:19]>O>[CH3:19][O:18][C:13]1[CH:14]=[CH:15][C:16]([C:7]([C:2]2[CH:3]=[CH:4][CH:5]=[CH:6][C:1]=2[CH3:10])=[O:8])=[CH:17][C:12]=1[CH3:11]. Procedure: o-Toluoyl chloride (15.4 g, 0.10 mole) and o-methylanisole (12.2 g, 0.10 mole) are combined in 50 ml of polyphosphoric acid (PPA) and warmed with stirring on a steam bath for 2-3 days. The cooled reaction mixture is then poured into water and extracted into benzene, dried (anhydrous MgSO4) and the solvent removed in vacuo to give 7.5 g of product (31%), m.p. 72°-73°C. Reactants: C(#N)C=CC=1C=C(C=CC(=O)OCC)C=C(C1)CC=1C=NC=CC1 (ethyl 3-(2-cyanoethenyl)-5-(3-pyridylmethyl)cinnamate), [BH4-].[Na+] (Sodium borohydride), N (ammonia), Cl (hydrochloric acid). The reagents and catalysts are O.O.O.O.O.O.[Co](Cl)Cl (cobalt(II) chloride hexahydrate). Solvent: C(C)O (ethanol). Run at time 2 hour. The product is NCCCC=1C=C(C=C(C1)CC=1C=NC=CC1)CCC(=O)OCC (Ethyl 3-[3-(3-amino-1-propyl)-5-(3-pyridylmethyl)phenyl]propanoate). Isolated yield 40.2%. As a reaction SMILES: [BH4-].[Na+].[C:3]([CH:5]=[CH:6][C:7]1[CH:8]=[C:9]([CH:17]=[C:18]([CH2:20][C:21]2[CH:22]=[N:23][CH:24]=[CH:25][CH:26]=2)[CH:19]=1)[CH:10]=[CH:11][C:12]([O:14][CH2:15][CH3:16])=[O:13])#[N:4].Cl.N>C(O)C.O.O.O.O.O.O.[Co](Cl)Cl>[NH2:4][CH2:3][CH2:5][CH2:6][C:7]1[CH:8]=[C:9]([CH2:10][CH2:11][C:12]([O:14][CH2:15][CH3:16])=[O:13])[CH:17]=[C:18]([CH2:20][C:21]2[CH:22]=[N:23][CH:24]=[CH:25][CH:26]=2)[CH:19]=1 |f:0.1,6.7.8.9.10.11.12|. Reported procedure: Sodium borohydride (2.30 g) was added portionwise with vigorous stirring to a solution of ethyl 3-(2-cyanoethenyl)-5-(3-pyridylmethyl)cinnamate (Preparation 19; 2.0 g) and cobalt(II) chloride hexahydrate (4.48 g) in ethanol (150 ml) at 0° C. The mixture was stirred for 2 hours, carefully acidified to pH 2 with concentrated hydrochloric acid, stirred for a further 10 minutes, basified with concentrated aqueous ammonia solution (SG 0.880) and then filtered. The filtered material was washed with et...